This data is from the Open Reaction Database (ORD), a public repository of structured organic reaction records. The task is: describe an organic reaction: reactants, conditions, products, and yield Reactants: NC=1C=C2C(C(N(C2=CC1[N+](=O)[O-])CC#CCC)=O)(C)C (5-Amino-3,3-dimethyl-6-nitro-1-(pent-2-ynyl)-1,3-dihydro-indol-2-one), C1CCOC1 (THF). Yields the product CC1(C(N(C2=CC(=C(C=C12)NC(CCC1=CC=CC=C1)=O)[N+](=O)[O-])CC#CCC)=O)C (N-(3,3-Dimethyl-6-nitro-2-oxo-1-pent-2-ynyl-2,3-dihydro-1H-indol-5-yl)-3-phenyl-propionamide). Reaction SMILES: [NH2:1][C:2]1[CH:3]=[C:4]2[C:8](=[CH:9][C:10]=1[N+:11]([O-:13])=[O:12])[N:7]([CH2:14][C:15]#[C:16][CH2:17][CH3:18])[C:6](=[O:19])[C:5]2([CH3:21])[CH3:20].[CH2:22]1[CH2:26][O:25][CH2:24][CH2:23]1>>[CH3:21][C:5]1([CH3:20])[C:4]2[C:8](=[CH:9][C:10]([N+:11]([O-:13])=[O:12])=[C:2]([NH:1][C:24](=[O:25])[CH2:23][CH2:22][C:26]3[CH:4]=[CH:3][CH:2]=[CH:10][CH:9]=3)[CH:3]=2)[N:7]([CH2:14][C:15]#[C:16][CH2:17][CH3:18])[C:6]1=[O:19]. Procedure: N-(3,3-Dimethyl-6-nitro-2-oxo-1-pent-2-ynyl-2,3-dihydro-1H-indol-5-yl)-3-phenyl-propionamide is prepared as described in Example 25a starting from A7 (73 mg) using THF (3 ml) as solvent. The crude material (106 mg) is used without further purification.